Dataset: the Open Reaction Database (ORD), a public repository of structured organic reaction records. Task: describe an organic reaction: reactants, conditions, products, and yield The reactants are CC(C)(C)C1CCC(Oc2ccc3c(c2)CCC(C2(C)COC(=O)N2)C3)CC1, CCO, [Li+], [OH-], O. Yields the product CC(C)(C)C1CCC(Oc2ccc3c(c2)CCC(C(C)(N)CO)C3)CC1. RXN SMILES: [C:1]([CH3:2])([CH3:3])([CH3:4])[CH:5]1[CH2:6][CH2:7][CH:8]([O:11][c:12]2[cH:13][c:14]3[c:19]([cH:20][cH:21]2)[CH2:18][CH:17]([C:22]2([CH3:28])[NH:23][C:24](=[O:27])[O:25][CH2:26]2)[CH2:16][CH2:15]3)[CH2:9][CH2:10]1.[CH3:31][CH2:32][OH:33].[Li+:29].[OH-:30].[OH2:34]>>[C:1]([CH3:2])([CH3:3])([CH3:4])[CH:5]1[CH2:6][CH2:7][CH:8]([O:11][c:12]2[cH:13][c:14]3[c:19]([cH:20][cH:21]2)[CH2:18][CH:17]([C:22]([NH2:23])([CH2:26][OH:25])[CH3:28])[CH2:16][CH2:15]3)[CH2:9][CH2:10]1. The reactants are COC(C1=CC=C(C=C1)C(=O)N1CCN(CC1)C1=NC=CC=C1NC(C)C)=O (4-[1-[3-(isopropylamino)-2-pyridyl]piperazin-4-yl-carbonyl]benzoic acid methyl ester), C(C)N(CCN)CC (N,N-diethylethylenediamine). Yields the product C(C)N(CCNC(=O)C1=CC=C(C=C1)C(=O)N1CCN(CC1)C1=NC=CC=C1NC(C)C)CC (1-[N-[2-(Diethylamino)ethyl]carbamoyl]-4-[1-[3-(isopropylamino)-2-pyridyl]piperazin-4-yl-carbonyl]benzene). Yield: 76.0%. As a reaction SMILES: C[O:2][C:3](=O)[C:4]1[CH:9]=[CH:8][C:7]([C:10]([N:12]2[CH2:17][CH2:16][N:15]([C:18]3[C:23]([NH:24][CH:25]([CH3:27])[CH3:26])=[CH:22][CH:21]=[CH:20][N:19]=3)[CH2:14][CH2:13]2)=[O:11])=[CH:6][CH:5]=1.[CH2:29]([N:31]([CH2:35][CH3:36])[CH2:32][CH2:33][NH2:34])[CH3:30]>>[CH2:29]([N:31]([CH2:35][CH3:36])[CH2:32][CH2:33][NH:34][C:3]([C:4]1[CH:5]=[CH:6][C:7]([C:10]([N:12]2[CH2:13][CH2:14][N:15]([C:18]3[C:23]([NH:24][CH:25]([CH3:27])[CH3:26])=[CH:22][CH:21]=[CH:20][N:19]=3)[CH2:16][CH2:17]2)=[O:11])=[CH:8][CH:9]=1)=[O:2])[CH3:30]. Procedure details: By the same procedure as described in the example 45, synthesis was carried out starting with 4-[1-[3-(isopropylamino)-2-pyridyl]piperazin-4-yl-carbonyl]benzoic acid methyl ester and using N,N-diethylethylenediamine. Then, the product was recrystallized using isopropanol and hexane to give the desired compound. Starting materials: Cc1ccccc1, CC1=C(C)C(=O)C(C(CCCCCO)c2ccccc2)=C(C)C1=O, N#CO[K], O, O=C(O)C(F)(F)F. The product is CC1=C(C)C(=O)C(C(CCCCCOC(N)=O)c2ccccc2)=C(C)C1=O. Reaction SMILES: [CH3:1][c:2]1[cH:3][cH:4][cH:5][cH:6][cH:7]1.[CH3:8][C:9]1=[C:10]([CH:19]([CH2:20][CH2:21][CH2:22][CH2:23][CH2:24][OH:25])[c:26]2[cH:27][cH:28][cH:29][cH:30][cH:31]2)[C:11](=[O:18])[C:12]([CH3:17])=[C:13]([CH3:16])[C:14]1=[O:15].[K:32][O:33][C:34]#[N:35].[OH2:43].[OH:36][C:37]([C:38]([F:39])([F:40])[F:41])=[O:42]>>[CH3:8][C:9]1=[C:10]([CH:19]([CH2:20][CH2:21][CH2:22][CH2:23][CH2:24][O:25][C:34](=[O:33])[NH2:35])[c:26]2[cH:27][cH:28][cH:29][cH:30][cH:31]2)[C:11](=[O:18])[C:12]([CH3:17])=[C:13]([CH3:16])[C:14]1=[O:15]. Reactants: COC1=C(CN2S(N(CC2=O)C2=C(C=C(C=C2)N)N)(=O)=O)C=CC(=C1)OC (2-(2,4-dimethoxybenzyl)-5-(2,4-diaminophenyl)-1,1-dioxo-1,2,5-thiadiazolidin-3-one), C(=O)(C(F)(F)F)O.C(Cl)Cl (TFA CH2Cl2). Run at time 20 minute. Yields the product OC(=O)C(F)(F)F.NC1=C(C=CC(=C1)N)N1CC(NS1(=O)=O)=O (5-(2,4-diaminophenyl)-1,1-dioxo-1,2,5-thiadiazolidin-3-one TFA salt). RXN SMILES: COC1C=C(OC)C=CC=1C[N:6]1[C:10](=[O:11])[CH2:9][N:8]([C:12]2[CH:17]=[CH:16][C:15]([NH2:18])=[CH:14][C:13]=2[NH2:19])[S:7]1(=[O:21])=[O:20].[C:28]([OH:34])([C:30]([F:33])([F:32])[F:31])=[O:29].C(Cl)Cl>>[OH:34][C:28]([C:30]([F:33])([F:32])[F:31])=[O:29].[NH2:19][C:13]1[CH:14]=[C:15]([NH2:18])[CH:16]=[CH:17][C:12]=1[N:8]1[S:7](=[O:21])(=[O:20])[NH:6][C:10](=[O:11])[CH2:9]1 |f:1.2,3.4|. Procedure: A solution of the title D compound, 2-(2,4-dimethoxybenzyl)-5-(2,4-diaminophenyl)-1,1-dioxo-1,2,5-thiadiazolidin-3-one (40 mg, 0.10 mmol) is stirred in 4 mL of TFA/CH2Cl2 (1:1) at RT for 16 h. The volatiles are evaporated and the residue is stirred in 4 mL of MeCN/water (1:1) for 20 min. The mixture is filtered through a 0.2 μM Acrodisc and the solvents are evaporated. The residue is triturated from diethylether (Et2O) to give 5-(2,4-diaminophenyl)-1,1-dioxo-1,2,5-thiadiazolidin-3-one TFA salt a...